This data is from the Open Reaction Database (ORD), a public repository of structured organic reaction records. The task is: describe an organic reaction: reactants, conditions, products, and yield The reactants are O=C(OCc1ccccc1)C1(NS(=O)(=O)c2ccc(Oc3ccc(F)cc3)cc2)CCCC1, C1CCOC1, CCOC(C)=O, [Na+], [OH-], O. Yields the product O=C(O)C1(NS(=O)(=O)c2ccc(Oc3ccc(F)cc3)cc2)CCCC1. Reaction SMILES: [CH2:1]([c:2]1[cH:3][cH:4][cH:5][cH:6][cH:7]1)[O:8][C:9](=[O:10])[C:11]1([NH:16][S:17](=[O:18])(=[O:19])[c:20]2[cH:21][cH:22][c:23]([O:26][c:27]3[cH:28][cH:29][c:30]([F:33])[cH:31][cH:32]3)[cH:24][cH:25]2)[CH2:12][CH2:13][CH2:14][CH2:15]1.[CH2:36]1[O:37][CH2:38][CH2:39][CH2:40]1.[CH3:42][CH2:43][O:44][C:45](=[O:46])[CH3:47].[Na+:35].[OH-:34].[OH2:41]>>[O:8]=[C:9]([OH:10])[C:11]1([NH:16][S:17](=[O:18])(=[O:19])[c:20]2[cH:21][cH:22][c:23]([O:26][c:27]3[cH:28][cH:29][c:30]([F:33])[cH:31][cH:32]3)[cH:24][cH:25]2)[CH2:12][CH2:13][CH2:14][CH2:15]1. Starting materials: C(C1CO1)OC1=CC=C(C=C1)OCC1=CC=CC=C1 (4-Benzyloxyphenyl glycidyl ether), CC1=C(C(=CC=C1)C)NCCCN (N-(2,6-dimethylphenyl)-1,3-diaminopropane). The solvent is C(C)(C)O (isopropyl alcohol). Yields the product OC1=CC=C(OCC(CNCCCNC2=C(C=CC=C2C)C)O)C=C1 (1-(4-Hydroxyphenoxy)-3-[3-(2,6-dimethylphenylamino)-propylamino]-propan-2-ol). RXN SMILES: [CH2:1]([O:5][C:6]1[CH:11]=[CH:10][C:9]([O:12]CC2C=CC=CC=2)=[CH:8][CH:7]=1)[CH:2]1[O:4][CH2:3]1.[CH3:20][C:21]1[CH:26]=[CH:25][CH:24]=[C:23]([CH3:27])[C:22]=1[NH:28][CH2:29][CH2:30][CH2:31][NH2:32]>C(O)(C)C>[OH:12][C:9]1[CH:8]=[CH:7][C:6]([O:5][CH2:1][CH:2]([OH:4])[CH2:3][NH:32][CH2:31][CH2:30][CH2:29][NH:28][C:22]2[C:23]([CH3:27])=[CH:24][CH:25]=[CH:26][C:21]=2[CH3:20])=[CH:11][CH:10]=1. Procedure: 4.23 g. 4-Benzyloxyphenyl glycidyl ether, 5.9 g. N-(2,6-dimethylphenyl)-1,3-diaminopropane and 5 ml. isopropyl alcohol are stirred for 24 hours at ambient temperature. The reaction mixture is worked up by chromatography on silica gel. Starting materials: C1(CCCCC1)C1(CC2CCC(C1)N2C(=O)OC(C)(C)C)CO (tert-butyl 3-cyclohexyl-3-(hydroxymethyl)-8-azabicyclo[3.2.1]octane-8-carboxylate), C(C)(C)NC(C)C (diisopropylamine), CN(C)C1=NC=CC=C1 (dimethylaminopyridine), CS(=O)(=O)Cl (methanesulfonyl chloride). The solvent is C(Cl)Cl (methylene chloride), C(Cl)Cl (methylene chloride). Run at time 4 hour. Product: C1(CCCCC1)C1(CC2CCC(C1)N2C(=O)OC(C)(C)C)COS(=O)(=O)C (tert-butyl 3-cyclohexyl-3-{[(methylsulfonyl)oxy]methyl}-8-azabicyclo[3.2.1]octane-8-carboxylate). As a reaction SMILES: [CH:1]1([C:7]2([CH2:22][OH:23])[CH2:13][CH:12]3[N:14]([C:15]([O:17][C:18]([CH3:21])([CH3:20])[CH3:19])=[O:16])[CH:9]([CH2:10][CH2:11]3)[CH2:8]2)[CH2:6][CH2:5][CH2:4][CH2:3][CH2:2]1.C(NC(C)C)(C)C.CN(C1C=CC=CN=1)C.[CH3:40][S:41](Cl)(=[O:43])=[O:42]>C(Cl)Cl>[CH:1]1([C:7]2([CH2:22][O:23][S:41]([CH3:40])(=[O:43])=[O:42])[CH2:13][CH:12]3[N:14]([C:15]([O:17][C:18]([CH3:19])([CH3:20])[CH3:21])=[O:16])[CH:9]([CH2:10][CH2:11]3)[CH2:8]2)[CH2:2][CH2:3][CH2:4][CH2:5][CH2:6]1. Reported procedure: To a solution of tert-butyl 3-cyclohexyl-3-(hydroxymethyl)-8-azabicyclo[3.2.1]octane-8-carboxylate (3-3) (0.870 g, 2.69 mmol) in methylene chloride was added diisopropylamine (0.562 mL, 3.23 mmol), dimethylaminopyridine (32.5 mg, 0.269 mmol), and methanesulfonyl chloride (0.229 mL, 2.97 mmol). The mixture was stirred at room temperature for four hours and diluted with methylene chloride, washed with water, a saturated aqueous solution of NaHCO3, and 1 N HCl aqueous solution, dried over anhydrous...